This data is from the Open Reaction Database (ORD), a public repository of structured organic reaction records. The task is: describe an organic reaction: reactants, conditions, products, and yield The reactants are C[C@]12CC(=O)[C@H]3[C@H]([C@@H]1CC[C@@]2(C(=O)CO)O)CCC4=CC(=O)C=C[C@]34C (Ancortone), C[C@]12CC(=O)[C@H]3[C@H]([C@@H]1CC[C@@]2(C(=O)CO)O)CCC4=CC(=O)C=C[C@]34C (Deltison), C[C@]12CC(=O)[C@H]3[C@H]([C@@H]1CC[C@@]2(C(=O)CO)O)CCC4=CC(=O)C=C[C@]34C (Rectodelt), C[C@]12CC(=O)[C@H]3[C@H]([C@@H]1CC[C@@]2(C(=O)CO)O)CCC4=CC(=O)C=C[C@]34C (Decortancyl), C[C@]12CC(=O)[C@H]3[C@H]([C@@H]1CC[C@@]2(C(=O)CO)O)CCC4=CC(=O)C=C[C@]34C (Orasone), C[C@]12CC(=O)[C@H]3[C@H]([C@@H]1CC[C@@]2(C(=O)CO)O)CCC4=CC(=O)C=C[C@]34C (Meticorten), C[C@]12CC(=O)[C@H]3[C@H]([C@@H]1CC[C@@]2(C(=O)CO)O)CCC4=CC(=O)C=C[C@]34C (Deltacortone), C[C@]12CC(=O)[C@H]3[C@H]([C@@H]1CC[C@@]2(C(=O)CO)O)CCC4=CC(=O)C=C[C@]34C (Nurison), C[C@]12CC(=O)[C@H]3[C@H]([C@@H]1CC[C@@]2(C(=O)CO)O)CCC4=CC(=O)C=C[C@]34C (Deltasone), CC(=O)OCC(=O)[C@]1(CC[C@@H]2[C@@]1(CC(=O)[C@H]3[C@H]2CCC4=CC(=O)C=C[C@]34C)C)O (Delcortin), C[C@]12CC(=O)[C@H]3[C@H]([C@@H]1CC[C@@]2(C(=O)CO)O)CCC4=CC(=O)C=C[C@]34C (Colisone), C[C@]12CC(=O)[C@H]3[C@H]([C@@H]1CC[C@@]2(C(=O)CO)O)CCC4=CC(=O)C=C[C@]34C (Prednilonga), C[C@]12CC(=O)[C@H]3[C@H]([C@@H]1CC[C@@]2(C(=O)CO)O)CCC4=CC(=O)C=C[C@]34C (Pronison), C[C@]12CC(=O)[C@H]3[C@H]([C@@H]1CC[C@@]2(C(=O)CO)O)CCC4=CC(=O)C=C[C@]34C (Ultracorten), C[C@]12CC(=O)[C@H]3[C@H]([C@@H]1CC[C@@]2(C(=O)CO)O)CCC4=CC(=O)C=C[C@]34C (Dacortin), C[C@]12CC(=O)[C@H]3[C@H]([C@@H]1CC[C@@]2(C(=O)CO)O)CCC4=CC(=O)C=C[C@]34C (Encorton), 17,21-dihydroxypregna-1,4-diene-3,11,20,trione, C[C@]12CC(=O)[C@H]3[C@H]([C@@H]1CC[C@@]2(C(=O)CO)O)CCC4=CC(=O)C=C[C@]34C (Di-Adreson), C[C@]12CC(=O)[C@H]3[C@H]([C@@H]1CC[C@@]2(C(=O)CO)O)CCC4=CC(=O)C=C[C@]34C (Paracort), CC(=O)OCC(=O)[C@]1(CC[C@@H]2[C@@]1(CC(=O)[C@H]3[C@H]2CCC4=CC(=O)C=C[C@]34C)C)O (Cortancyl), C[C@]12CC(=O)[C@H]3[C@H]([C@@H]1CC[C@@]2(C(=O)CO)O)CCC4=CC(=O)C=C[C@]34C (Decortin). The product is C[C@H]1C[C@H]2[C@@H]3CC[C@@]([C@]3(C[C@@H]([C@@H]2[C@@]4(C1=CC(=O)C=C4)C)O)C)(C(=O)CO)O (Methylprednisolone). RXN SMILES: [CH3:1][C@@:2]12[C@@:11]([OH:16])([C:12]([CH2:14][OH:15])=[O:13])[CH2:10][CH2:9][C@H:8]1[C@@H:7]1[CH2:17][CH2:18][C:19]3[C@@:25]([CH3:26])([C@H:6]1[C:4](=[O:5])[CH2:3]2)[CH:24]=[CH:23][C:21](=[O:22])[CH:20]=3.[CH3:27]C(OCC([C@]1(O)[C@@]2(C)CC([C@@H]3[C@]4(C)C(=CC(C=C4)=O)CC[C@H]3[C@@H]2CC1)=O)=O)=O>>[CH3:27][C@@H:18]1[C:19]2=[CH:20][C:21]([CH:23]=[CH:24][C@:25]2([CH3:26])[C@@H:6]2[C@H:7]([C@H:8]3[C@:2]([CH3:1])([CH2:3][C@@H:4]2[OH:5])[C@@:11]([OH:16])([C:12]([CH2:14][OH:15])=[O:13])[CH2:10][CH2:9]3)[CH2:17]1)=[O:22]. Procedure: BRAND_NAMES Ancortone, Colisone, Cortancyl, Dacortin, Decortancyl, Decortin, Delcortin, Deltacortone, Deltasone, Deltison, Di-Adreson, Encorton, Meticorten, Nurison, Orasone, Paracort, Prednilonga, Pronison, Rectodelt, Sone, Ultracorten CHEMICAL_NAME 17,21-dihydroxypregna-1,4-diene-3,11,20,trione CHEMICAL_FORMULA C21H26O5 CAS_NUMBER 53-03-2 Formulation Starting materials: COc1ccc(C2=NN(C3CCN(C(=O)c4ccccc4OC(C)=O)CC3)C(=O)C2(C)C)cc1OC, C1CCOC1, Cl, [Na+], [OH-]. The product is COc1ccc(C2=NN(C3CCN(C(=O)c4ccccc4O)CC3)C(=O)C2(C)C)cc1OC. Reaction SMILES: [C:1](=[O:2])([CH3:3])[O:4][c:5]1[c:6]([C:11](=[O:12])[N:13]2[CH2:14][CH2:15][CH:16]([N:19]3[N:20]=[C:21]([c:27]4[cH:28][c:29]([O:35][CH3:36])[c:30]([O:33][CH3:34])[cH:31][cH:32]4)[C:22]([CH3:25])([CH3:26])[C:23]3=[O:24])[CH2:17][CH2:18]2)[cH:7][cH:8][cH:9][cH:10]1.[CH2:40]1[O:41][CH2:42][CH2:43][CH2:44]1.[ClH:39].[Na+:38].[OH-:37]>>[OH:4][c:5]1[c:6]([C:11](=[O:12])[N:13]2[CH2:14][CH2:15][CH:16]([N:19]3[N:20]=[C:21]([c:27]4[cH:28][c:29]([O:35][CH3:36])[c:30]([O:33][CH3:34])[cH:31][cH:32]4)[C:22]([CH3:25])([CH3:26])[C:23]3=[O:24])[CH2:17][CH2:18]2)[cH:7][cH:8][cH:9][cH:10]1. Starting materials: CCOC(=O)Cc1cc(Oc2ccc(Br)cc2CBr)ccc1Cl, CC1NC(=O)OC1c1ccccc1. The product is CCOC(=O)Cc1cc(Oc2ccc(Br)cc2CN2C(=O)OC(c3ccccc3)C2C)ccc1Cl. As a reaction SMILES: [CH2:1]([CH3:2])[O:3][C:4]([CH2:5][c:6]1[c:7]([Cl:22])[cH:8][cH:9][c:10]([O:12][c:13]2[c:14]([CH2:20][Br:21])[cH:15][c:16]([Br:19])[cH:17][cH:18]2)[cH:11]1)=[O:23].[CH3:24][CH:25]1[NH:26][C:27](=[O:36])[O:28][CH:29]1[c:30]1[cH:31][cH:32][cH:33][cH:34][cH:35]1>>[CH2:1]([CH3:2])[O:3][C:4]([CH2:5][c:6]1[c:7]([Cl:22])[cH:8][cH:9][c:10]([O:12][c:13]2[c:14]([CH2:20][N:26]3[CH:25]([CH3:24])[CH:29]([c:30]4[cH:31][cH:32][cH:33][cH:34][cH:35]4)[O:28][C:27]3=[O:36])[cH:15][c:16]([Br:19])[cH:17][cH:18]2)[cH:11]1)=[O:23]. Starting materials: C(C)[Mg]Br (ethylmagnesium bromide), COC=1C=C(C=O)C=C2C1OCO2 (3-Methoxy-4,5-methylenedioxybenzaldehyde), Cl (Hydrochloric acid). The solvent is O1CCCC1 (tetrahydrofuran). Conditions: time 30 minute. Product: COC=1C=C(C=C2C1OCO2)C(CC)=O (3'-methoxy-4',5'-methylenedioxypropiophenone). Reaction SMILES: [CH3:1][O:2][C:3]1[CH:4]=[C:5]([CH:8]=[C:9]2[O:13][CH2:12][O:11][C:10]=12)[CH:6]=[O:7].[CH2:14]([Mg]Br)[CH3:15].Cl>O1CCCC1>[CH3:1][O:2][C:3]1[CH:4]=[C:5]([C:6](=[O:7])[CH2:14][CH3:15])[CH:8]=[C:9]2[O:13][CH2:12][O:11][C:10]=12. Procedure: 3-Methoxy-4,5-methylenedioxybenzaldehyde (5.55 g) was dissolved in tetrahydrofuran (150 ml), and ethylmagnesium bromide (IM tetrahydrofuran solution, 46.2 ml) was added thereto, followed by stirring at room temperature for 30 minutes. 1N Hydrochloric acid was added to the reaction solution, and the mixture was extracted with ethyl acetate. The organic layer was washed successively with water, a 5% aqueous solution of sodium bicarbonate and a saturated saline, dried over anhydrous magnesium sulfa... The reactants are C(C1=CC=CC=C1)OC1=CC(=C(C(=O)OC)C=C1)F (Methyl 4-(benzyloxy)-2-fluorobenzoate), O.NN (hydrazine monohydrate). Run in C(CCC)O (n-butanol). Reaction conditions: temperature 160 celsius, time 1 hour. Yields the product C(C1=CC=CC=C1)OC1=CC=C2C(NNC2=C1)=O (6-(Benzyloxy)-1,2-dihydroindazol-3-one). As a reaction SMILES: [CH2:1]([O:8][C:9]1[CH:18]=[CH:17][C:12]([C:13](OC)=[O:14])=[C:11](F)[CH:10]=1)[C:2]1[CH:7]=[CH:6][CH:5]=[CH:4][CH:3]=1.O.[NH2:21][NH2:22]>C(O)CCC>[CH2:1]([O:8][C:9]1[CH:10]=[C:11]2[C:12]([C:13](=[O:14])[NH:21][NH:22]2)=[CH:17][CH:18]=1)[C:2]1[CH:7]=[CH:6][CH:5]=[CH:4][CH:3]=1 |f:1.2|. Reported procedure: Methyl 4-(benzyloxy)-2-fluorobenzoate (52.4 mg) which can be prepared according to the method described in Reference example 30, etc. was dissolved in n-butanol (1 mL; manufactured by Kanto Chemical Co., Inc.), added with hydrazine monohydrate (96 μL; manufactured by Sigma-Aldrich Co.), and stirred in a sealed tube under microwave for 1 hour at 160° C. Precipitates from the reaction solution were filtered and washed with n-butanol to obtain the title compound (39.6 mg). Reactants: N1=CC=CC=C1 (pyridine), FC(C1=NOC(=C1)N)(F)F (3-trifluoromethyl-5-aminoisoxazole), Cl (hydrochloric acid), [OH-].[Na+] (sodium hydroxide), C(C)(=O)Cl (Acetyl chloride). Solvent: O (Water), C1=CC=CC=C1 (benzene), C1=CC=CC=C1 (Benzene), CO (Methanol). Run at time 1 hour. The product is FC(C1=NOC(=C1)NC(C)=O)(F)F (3-trifluoromethyl-5-acetylaminoisoxazole). Isolated yield 81.7%. Reaction SMILES: N1C=CC=CC=1.[F:7][C:8]([F:16])([F:15])[C:9]1[CH:13]=[C:12]([NH2:14])[O:11][N:10]=1.[C:17](Cl)(=[O:19])[CH3:18].[OH-].[Na+].Cl>CO.C1C=CC=CC=1.O>[F:7][C:8]([F:16])([F:15])[C:9]1[CH:13]=[C:12]([NH:14][C:17](=[O:19])[CH3:18])[O:11][N:10]=1 |f:3.4|. Procedure details: Dry benzene (56 ml) and pyridine (11.85 g, 150 mmole) were added to 3-trifluoromethyl-5-aminoisoxazole (9.12 g, 60.0 mmole) and the mixture was cooled. Acetyl chloride (10.37 g, 132 mmole) was added dropwise to the mixture, while keeping it below 10° C. After being added dropwise, the mixture was stirred with ice cooling for 10 minutes and at room temperature for 1 hour. Water (60 ml) was added and it was stirred for an additional hour. Benzene (60 ml) was added and the mixture was separated. Th... The reactants are CO, C=COC(C)=O, C=COCCCC, N#N. Yields the product C=CO, C=COCCCC. Reaction SMILES: [CH3:16][OH:17].[CH3:1][C:2](=[O:3])[O:4][CH:5]=[CH2:6].[CH:7](=[CH2:8])[O:9][CH2:10][CH2:11][CH2:12][CH3:13].[N:14]#[N:15]>>[CH2:1]=[CH:2][OH:3].[CH:7](=[CH2:8])[O:9][CH2:10][CH2:11][CH2:12][CH3:13].